This data is from the Open Reaction Database (ORD), a public repository of structured organic reaction records. The task is: describe an organic reaction: reactants, conditions, products, and yield Product: NC=1C=NN(C1)CC(=O)OC(C)(C)C (tert-butyl (4-amino-1H-pyrazol-1-yl)acetate). Starting materials: [N+](=O)([O-])C=1C=NN(C1)CC(=O)OC(C)(C)C (Tert-butyl (4-nitro-1H-pyrazol-1-yl)acetate). Isolated yield 99.0%. Solvent: CO (methanol). Procedure: Tert-butyl (4-nitro-1H-pyrazol-1-yl)acetate (1.0 g, 4.40 mmol) and 10% palladium on carbon (0.100 g) in methanol (20 ml) were stirred under an atmosphere of hydrogen for 2 hours and then the mixture was filtered through Celite and the filtrate evaporated to give tert-butyl (4-amino-1H-pyrazol-1-yl)acetate Reaction SMILES: [N+:1]([C:4]1[CH:5]=[N:6][N:7]([CH2:9][C:10]([O:12][C:13]([CH3:16])([CH3:15])[CH3:14])=[O:11])[CH:8]=1)([O-])=O>[Pd].CO>[NH2:1][C:4]1[CH:5]=[N:6][N:7]([CH2:9][C:10]([O:12][C:13]([CH3:16])([CH3:15])[CH3:14])=[O:11])[CH:8]=1. Reagents/catalysts: [Pd] (palladium on carbon). Yields the product CC(C)(O)C1CCCN(C(=O)c2cnoc2-c2ccc(C(F)(F)F)cc2)C1. Reactants: F[B-](F)(F)F, CC(C)(O)C1CCCNC1, CC#N, Cl, O=C(O)c1cnoc1-c1ccc(C(F)(F)F)cc1, c1ccncc1, CN(C)C(On1nnc2ccccc21)=[N+](C)C. Reaction SMILES: [B-:19]([F:20])([F:21])([F:22])[F:23].[CH3:48][C:49]([CH3:50])([OH:51])[CH:52]1[CH2:53][NH:54][CH2:55][CH2:56][CH2:57]1.[CH3:58][C:59]#[N:60].[ClH:47].[F:1][C:2]([c:3]1[cH:4][cH:5][c:6](-[c:9]2[c:10]([C:14](=[O:15])[OH:16])[cH:11][n:12][o:13]2)[cH:7][cH:8]1)([F:17])[F:18].[cH:41]1[cH:42][cH:43][n:44][cH:45][cH:46]1.[n:24]1([O:25][C:26]([N:27]([CH3:28])[CH3:29])=[N+:30]([CH3:31])[CH3:32])[c:33]2[cH:34][cH:35][cH:36][cH:37][c:38]2[n:39][n:40]1>>[F:1][C:2]([c:3]1[cH:4][cH:5][c:6](-[c:9]2[c:10]([C:14](=[O:16])[N:54]3[CH2:53][CH:52]([C:49]([CH3:48])([CH3:50])[OH:51])[CH2:57][CH2:56][CH2:55]3)[cH:11][n:12][o:13]2)[cH:7][cH:8]1)([F:17])[F:18]. Reactants: [BH4-], CO, COc1cc(C=O)ccc1Oc1cnc(C(N)=O)cn1, NCCc1ccc(F)cc1, [Na+]. Product: COc1cc(CNCCc2ccc(F)cc2)ccc1Oc1cnc(C(N)=O)cn1. RXN SMILES: [BH4-:31].[CH3:33][OH:34].[CH:1](=[O:2])[c:3]1[cH:4][c:5]([O:19][CH3:20])[c:6]([O:7][c:8]2[n:9][cH:10][c:11]([C:14](=[O:15])[NH2:16])[n:12][cH:13]2)[cH:17][cH:18]1.[F:21][c:22]1[cH:23][cH:24][c:25]([CH2:26][CH2:27][NH2:28])[cH:29][cH:30]1.[Na+:32]>>[CH2:1]([c:3]1[cH:4][c:5]([O:19][CH3:20])[c:6]([O:7][c:8]2[n:9][cH:10][c:11]([C:14](=[O:15])[NH2:16])[n:12][cH:13]2)[cH:17][cH:18]1)[NH:28][CH2:27][CH2:26][c:25]1[cH:24][cH:23][c:22]([F:21])[cH:30][cH:29]1.